This data is from the Open Reaction Database (ORD), a public repository of structured organic reaction records. The task is: describe an organic reaction: reactants, conditions, products, and yield The reactants are FC1=CC=C(C=C1)C1CC(CC(C1)=O)=O (5-(4-fluorophenyl)cyclohexane-1, 3-dione), Cl.NCC#CC (1-amino-2-butyne hydrochloride), 4A, O1CCCC1 (tetrahydrofuran). Run in C(C)N(CC)CC (triethylamine). Run at temperature 220 celsius, time 6 hour. The product is FC1=CC=C(C=C1)C1CC(C=2C(=CC=NC2C1)C)=O (7-(4-fluorophenyl)-4methyl-5,6,7,8-tetrahydroquinolin-5-one). The yield is 28.9%. As a reaction SMILES: [F:1][C:2]1[CH:7]=[CH:6][C:5]([CH:8]2[CH2:13][C:12](=[O:14])[CH2:11][C:10](=O)[CH2:9]2)=[CH:4][CH:3]=1.Cl.[NH2:17][CH2:18][C:19]#[C:20][CH3:21].O1CCCC1>C(N(CC)CC)C>[F:1][C:2]1[CH:3]=[CH:4][C:5]([CH:8]2[CH2:9][C:10]3[N:17]=[CH:18][CH:19]=[C:20]([CH3:21])[C:11]=3[C:12](=[O:14])[CH2:13]2)=[CH:6][CH:7]=1 |f:1.2|. Procedure: To a mixture of 5-(4-fluorophenyl)cyclohexane-1, 3-dione (0.98 g), 1-amino-2-butyne hydrochloride (0.5 g), molecular sieves 4A (2 g) and tetrahydrofuran (20 ml) was added triethylamine (0.48 g), and the mixture was refluxed for 14 hours and cooled. Insoluble materials were filtered off. Under reduced pressure, the solvent was evaporated, and the residue was stirred for 6 hours at 220° C. and cooled, to which were added ethyl acetate and sodium hydrogen carbonate solution. The organic layer was w... Reactants: COC=1C=C(C=CC1)N1CCN(CC1)CC1=CC=C(C=C1)N (1-(m-methoxyphenyl)-4-[(4-aminophenyl)methyl]piperazine), ClC1=CC=NC2=CC(=CC=C12)C(F)(F)F (4-chloro-7-(trifluoromethyl)quinoline). The product is COC=1C=C(C=CC1)N1CCN(CC1)CC1=CC=C(C=C1)NC1=CC=NC2=CC(=CC=C12)C(F)(F)F (4-[[4-[[4-(m-methoxyphenyl)-1-piperazinyl]methyl]phenyl]amino]-7-(trifluoromethyl)quinoline). RXN SMILES: [CH3:1][O:2][C:3]1[CH:4]=[C:5]([N:9]2[CH2:14][CH2:13][N:12]([CH2:15][C:16]3[CH:21]=[CH:20][C:19]([NH2:22])=[CH:18][CH:17]=3)[CH2:11][CH2:10]2)[CH:6]=[CH:7][CH:8]=1.Cl[C:24]1[C:33]2[C:28](=[CH:29][C:30]([C:34]([F:37])([F:36])[F:35])=[CH:31][CH:32]=2)[N:27]=[CH:26][CH:25]=1>>[CH3:1][O:2][C:3]1[CH:4]=[C:5]([N:9]2[CH2:10][CH2:11][N:12]([CH2:15][C:16]3[CH:17]=[CH:18][C:19]([NH:22][C:24]4[C:33]5[C:28](=[CH:29][C:30]([C:34]([F:37])([F:35])[F:36])=[CH:31][CH:32]=5)[N:27]=[CH:26][CH:25]=4)=[CH:20][CH:21]=3)[CH2:13][CH2:14]2)[CH:6]=[CH:7][CH:8]=1. Reported procedure: In the manner given in Example 1C, 1-(m-methoxyphenyl)-4-[(4-aminophenyl)methyl]piperazine and 4-chloro-7-(trifluoromethyl)quinoline are reacted together at reflux to give 4-[[4-[[4-(m-methoxyphenyl)-1-piperazinyl]methyl]phenyl]amino]-7-(trifluoromethyl)quinoline.